From a dataset of the Open Reaction Database (ORD), a public repository of structured organic reaction records. describe an organic reaction: reactants, conditions, products, and yield Reactants: C(C)N(C(C)C)C(C)C (N-ethyl-N-isopropylpropan-2-amine), ClC1=C(C=C2C(=C(C(C3(CCOCC3)C2=C1)=O)C(=O)OCC)O)F (Ethyl 7-chloro-6-fluoro-4-hydroxy-2-oxo-2′,3′,5′,6′-tetrahydro-spiro[naphthalene-1,4′-pyran]-3-carboxylate), Cl.NCC(=O)OC(C)(C)C (tert-Butyl 2-aminoacetate hydrochloride). Run in CCOC(=O)C (EtOAc), O1CCOCC1 (1,4-dioxane). Reaction conditions: temperature 80 celsius, time 2 hour. The product is ClC1=C(C=C2C(=C(C(C3(CCOCC3)C2=C1)=O)C(=O)NCC(=O)OC(C)(C)C)O)F (1,1-Dimethylethyl N-((7-chloro-6-fluoro-4-hydroxy-2-oxo-2′,3′,5′,6′-tetrahydro-spiro[naphthalene-1,4′-pyran]-3-yl)carbonyl)glycinate). Isolated yield 4.2%. As a reaction SMILES: [Cl:1][C:2]1[CH:16]=[C:15]2[C:5]([C:6]([OH:23])=[C:7]([C:18](OCC)=[O:19])[C:8](=[O:17])[C:9]32[CH2:14][CH2:13][O:12][CH2:11][CH2:10]3)=[CH:4][C:3]=1[F:24].C(N(C(C)C)C(C)C)C.Cl.[NH2:35][CH2:36][C:37]([O:39][C:40]([CH3:43])([CH3:42])[CH3:41])=[O:38]>O1CCOCC1.CCOC(C)=O>[Cl:1][C:2]1[CH:16]=[C:15]2[C:5]([C:6]([OH:23])=[C:7]([C:18]([NH:35][CH2:36][C:37]([O:39][C:40]([CH3:43])([CH3:42])[CH3:41])=[O:38])=[O:19])[C:8](=[O:17])[C:9]32[CH2:10][CH2:11][O:12][CH2:13][CH2:14]3)=[CH:4][C:3]=1[F:24] |f:2.3|. Procedure details: Ethyl 7-chloro-6-fluoro-4-hydroxy-2-oxo-2′,3′,5′,6′-tetrahydro-spiro[naphthalene-1,4′-pyran]-3-carboxylate (580 mg, 1635 μmol) was dissolved in 1,4-dioxane (3270 μL) and N-ethyl-N-isopropylpropan-2-amine (854 μL, 4905 μmol). tert-Butyl 2-aminoacetate hydrochloride (411 mg, 2452 μmol) was added, and the reaction was stirred at 80° C. for 2 hours. The reaction was then diluted with 100 mL of EtOAc, added to a separatory funnel, partitioned with NaHCO3 (saturated, aqueous), washed 2 times with 75 m... The reactants are C(C)OC(=O)C1=CC(=C2C(=N1)N(C(=N2)CC)CC2=CC=C(C=C2)C2=C(C=CC=C2)C2=NN=NN2)C (5-(ethoxycarbonyl)-2-ethyl-7-methyl-3-(2'-(tetrazol-5-yl)biphen-4-yl)methyl-3H-imidazo[4,5-b]pyridine), [H-].C(C(C)C)[Al+]CC(C)C (Diisobutylaluminum hydride), CC(=O)O (HOAc). Solvent: C1CCOC1 (THF). Run at time 1 hour. Product: C(C)C1=NC=2C(=NC(=CC2C)CO)N1CC1=CC=C(C=C1)C1=C(C=CC=C1)C1=NN=NN1 (2-Ethyl-5-(hydroxymethyl)-7-methyl-3-(2'-(tetrazol-5-yl)biphen-4-yl)methyl-3H-imidazo[4,5-b]pyridine). Isolated yield 61.5%. RXN SMILES: C([O:3][C:4]([C:6]1[N:11]=[C:10]2[N:12]([CH2:17][C:18]3[CH:23]=[CH:22][C:21]([C:24]4[CH:29]=[CH:28][CH:27]=[CH:26][C:25]=4[C:30]4[NH:34][N:33]=[N:32][N:31]=4)=[CH:20][CH:19]=3)[C:13]([CH2:15][CH3:16])=[N:14][C:9]2=[C:8]([CH3:35])[CH:7]=1)=O)C.[H-].C([Al+]CC(C)C)C(C)C.CC(O)=O>C1COCC1>[CH2:15]([C:13]1[N:12]([CH2:17][C:18]2[CH:19]=[CH:20][C:21]([C:24]3[CH:29]=[CH:28][CH:27]=[CH:26][C:25]=3[C:30]3[NH:34][N:33]=[N:32][N:31]=3)=[CH:22][CH:23]=2)[C:10]2=[N:11][C:6]([CH2:4][OH:3])=[CH:7][C:8]([CH3:35])=[C:9]2[N:14]=1)[CH3:16] |f:1.2|. Reported procedure: To 5-(ethoxycarbonyl)-2-ethyl-7-methyl-3-(2'-(tetrazol-5-yl)biphen-4-yl)methyl-3H-imidazo[4,5-b]pyridine (50 mg) in THF (1 mL) at -78° C. was added Diisobutylaluminum hydride (0.534 mL, 1M/THF). After 1 hour at -78° C., the mixture was warmed to RT and 1% aqueous HOAc (2 mL) was added. Extractive workup (EtOAc), and purification (SiO2, 80/20/1 CH2Cl2 /MeOH/NH4OH) gave 28 mg of a solid. RXN SMILES: [CH2:1]([Li:2])[CH2:3][CH2:4][CH3:5].[CH3:33][CH2:34][CH2:35][CH2:36][CH2:37][CH3:38].[CH3:39][C:40](=[O:41])[CH3:42].[CH3:6][O:7][c:8]1[n:9][c:10]2[cH:11][cH:12][c:13]([Br:18])[cH:14][c:15]2[cH:16][cH:17]1.[Cl-:25].[K+:32].[Mn:27]([O-:28])(=[O:29])(=[O:30])=[O:31].[NH4+:26].[cH:19]1[cH:20][n:21][cH:22][n:23][cH:24]1>>[CH3:6][O:7][c:8]1[n:9][c:10]2[cH:11][cH:12][c:13](-[c:20]3[cH:19][cH:24][n:23][cH:22][n:21]3)[cH:14][c:15]2[cH:16][cH:17]1. Starting materials: [Li]CCCC, CCCCCC, CC(C)=O, COc1ccc2cc(Br)ccc2n1, [Cl-], [K+], O=[Mn](=O)(=O)[O-], [NH4+], c1cncnc1. Yields the product COc1ccc2cc(-c3ccncn3)ccc2n1. The reactants are N1=CN(C2=NC=CC=C21)C2=CC=C(C=C2)CC(=O)O (2-(4-imidazo[4,5-b]pyridine-3-yl-phenyl)-acetic acid), C(C)(C)(C)C=1C=C(N(N1)C1=CC=C(C=C1)CN1CCOCC1)N (5-tert-butyl-2-(4-morpholin-4-ylmethyl-phenyl)-2H-pyrazol-3-ylamine). Yields the product C(C)(C)(C)C=1C=C(N(N1)C1=CC=C(C=C1)CN1CCOCC1)NC(CC1=CC=C(C=C1)N1C=NC=2C1=NC=CC2)=O (N-(5-tert-Butyl-2-(4-morpholin-4-ylmethyl-phenyl)-2H-pyrazol-3-yl)-2-(4-Imidazo[4,5-b]pyridine-3-yl-phenyl)-acetamide). RXN SMILES: [N:1]1[C:9]2[C:4](=[N:5][CH:6]=[CH:7][CH:8]=2)[N:3]([C:10]2[CH:15]=[CH:14][C:13]([CH2:16][C:17]([OH:19])=O)=[CH:12][CH:11]=2)[CH:2]=1.[C:20]([C:24]1[CH:25]=[C:26]([NH2:42])[N:27]([C:29]2[CH:34]=[CH:33][C:32]([CH2:35][N:36]3[CH2:41][CH2:40][O:39][CH2:38][CH2:37]3)=[CH:31][CH:30]=2)[N:28]=1)([CH3:23])([CH3:22])[CH3:21]>>[C:20]([C:24]1[CH:25]=[C:26]([NH:42][C:17](=[O:19])[CH2:16][C:13]2[CH:12]=[CH:11][C:10]([N:3]3[C:4]4=[N:5][CH:6]=[CH:7][CH:8]=[C:9]4[N:1]=[CH:2]3)=[CH:15][CH:14]=2)[N:27]([C:29]2[CH:30]=[CH:31][C:32]([CH2:35][N:36]3[CH2:37][CH2:38][O:39][CH2:40][CH2:41]3)=[CH:33][CH:34]=2)[N:28]=1)([CH3:23])([CH3:21])[CH3:22]. Procedure: The title compound is prepared as described in Example 28 but using 2-(4-imidazo[4,5-b]pyridine-3-yl-phenyl)-acetic acid and 5-tert-butyl-2-(4-morpholin-4-ylmethyl-phenyl)-2H-pyrazol-3-ylamine. Title compound: ES-MS: 550.09 [M-H]+; RTT=2.69 min (HPLC System 3). The reactants are NC=1C=C(C(=O)C2CCN(CC2)C)C=CC1 (4-[3-aminobenzoyl]-1-methylpiperidine), BrC=1C=C(C(=O)Cl)C=CC1 (3-bromobenzoyl chloride). As a reaction SMILES: [NH2:1][C:2]1[CH:3]=[C:4]([CH:14]=[CH:15][CH:16]=1)[C:5]([CH:7]1[CH2:12][CH2:11][N:10]([CH3:13])[CH2:9][CH2:8]1)=[O:6].[Br:17][C:18]1[CH:19]=[C:20]([CH:24]=[CH:25][CH:26]=1)[C:21](Cl)=[O:22]>>[Br:17][C:18]1[CH:19]=[C:20]([CH:24]=[CH:25][CH:26]=1)[C:21]([NH:1][C:2]1[CH:3]=[C:4]([CH:14]=[CH:15][CH:16]=1)[C:5]([CH:7]1[CH2:8][CH2:9][N:10]([CH3:13])[CH2:11][CH2:12]1)=[O:6])=[O:22]. Yields the product BrC=1C=C(C(=O)NC=2C=C(C(=O)C3CCN(CC3)C)C=CC2)C=CC1 (4-[3-(3-bromobenzamidyl)benzoyl]-1-methylpiperidine). Isolated yield 31.9%. Reported procedure: Beginning with 4-[3-aminobenzoyl]-1-methylpiperidine (50 mg, 0.229 mmol) and 3-bromobenzoyl chloride (91 μl, 0.687 mmol), 29.3 mg (32%) of the title compound were recovered. As a reaction SMILES: [H-].[Na+].[N+:3]([C:6]1[N:7]=[C:8]2[N:13]([CH:14]=1)[CH2:12][C@H:11]([OH:15])[CH2:10][O:9]2)([O-:5])=[O:4].[Br:16][C:17]1[S:18][C:19]([CH2:22]Br)=[CH:20][CH:21]=1>CN(C=O)C>[Br:16][C:17]1[S:18][C:19]([CH2:22][O:15][C@@H:11]2[CH2:10][O:9][C:8]3=[N:7][C:6]([N+:3]([O-:5])=[O:4])=[CH:14][N:13]3[CH2:12]2)=[CH:20][CH:21]=1 |f:0.1|. Yield: 77.0%. The product is BrC1=CC=C(S1)CO[C@H]1CN2C(OC1)=NC(=C2)[N+](=O)[O-] ((6S)-6-[(5-Bromo-2-thienyl)methoxy]-2-nitro-6,7-dihydro-5H-imidazo[2,1-b][1,3]oxazine). Starting materials: [H-].[Na+] (NaH), [N+](=O)([O-])C=1N=C2OC[C@H](CN2C1)O ((6S)-2-nitro-6,7-dihydro-5H-imidazo[2,1-b][1,3]oxazin-6-ol), BrC=1SC(=CC1)CBr (2-bromo-5-(bromomethyl)thiophene). Reaction conditions: temperature 0 celsius, time 2 hour. Procedure: NaH (60% w/w, 0.60 g, 15 mmol) was added to a solution of (6S)-2-nitro-6,7-dihydro-5H-imidazo[2,1-b][1,3]oxazin-6-ol (2.00 g, 10.8 mmol) and 2-bromo-5-(bromomethyl)thiophene (prepared by the method of Mamane et al., Synthesis, 3; 2003; 455-467) (3.20 g, 12.5 mmol) in DMF (40 mL) at 0° C. The mixture was stirred at 0° C. for 2 h, then poured onto ice and extracted with EtOAc (2×200 mL). The organic layer was dried and evaporated. Column chromatography (hexanes/EtOAc, gradient elution) gave the ti... The solvent is CN(C)C=O (DMF). Starting materials: C(C)(C)(C)OC(NC1=C(C=C(C(=C1)NCC(C)C)Cl)[N+](=O)[O-])=O ((4-chloro-5-isobutylamino-2-nitro-phenyl)-carbamic acid tert-butyl ester), O.O.Cl[Sn]Cl (SnCl2.2H2O). Product: C(C)(C)(C)OC(NC1=C(C=C(C(=C1)NCC(C)C)Cl)N)=O ((2-Amino-4-chloro-5-isobutylamino-phenyl)-carbamic acid tert-butyl ester), solid. Yield: 74.0%. As a reaction SMILES: [C:1]([O:5][C:6](=[O:23])[NH:7][C:8]1[CH:13]=[C:12]([NH:14][CH2:15][CH:16]([CH3:18])[CH3:17])[C:11]([Cl:19])=[CH:10][C:9]=1[N+:20]([O-])=O)([CH3:4])([CH3:3])[CH3:2].O.O.Cl[Sn]Cl>>[C:1]([O:5][C:6](=[O:23])[NH:7][C:8]1[CH:13]=[C:12]([NH:14][CH2:15][CH:16]([CH3:17])[CH3:18])[C:11]([Cl:19])=[CH:10][C:9]=1[NH2:20])([CH3:2])([CH3:4])[CH3:3] |f:1.2.3|. Procedure details: The title compound was prepared from (4-chloro-5-isobutylamino-2-nitro-phenyl)-carbamic acid tert-butyl ester (Example C4) (1.93 g, 5.61 mmol) by reduction with SnCl2.2H2O according to the general procedure J (method b). Obtained as a brown solid (1.30 g, 74%). Run at time 8 hour. RXN SMILES: [Br:1][C:2]1[CH:3]=[CH:4][C:5]([O:32][C:33]([C:36](O)=[O:37])([CH3:35])[CH3:34])=[C:6]([CH:8]2[C:13]3(C4C(=CC(Cl)=CC=4)N[C:14]3=[O:23])[CH:12]([C:24]3[CH:29]=[CH:28][CH:27]=[C:26]([Cl:30])[CH:25]=3)[CH2:11][C:10](=[O:31])[NH:9]2)[CH:7]=1.C[CH2:40][N:41]=[C:42]=NCCCN(C)C.[CH:50]1[CH:51]=[CH:52][C:53]2N(O)N=[N:56][C:54]=2[CH:55]=1.CCN(C(C)C)C(C)C.[ClH:69].CNC>C1COCC1>[Br:1][C:2]1[CH:3]=[CH:4][C:5]([O:32][C:33]([C:36](=[O:37])[N:41]([CH3:42])[CH3:40])([CH3:35])[CH3:34])=[C:6]([CH:8]2[C:13]3([C:53]4[C:54](=[CH:55][C:50]([Cl:69])=[CH:51][CH:52]=4)[NH:56][C:14]3=[O:23])[CH:12]([C:24]3[CH:29]=[CH:28][CH:27]=[C:26]([Cl:30])[CH:25]=3)[CH2:11][C:10](=[O:31])[NH:9]2)[CH:7]=1 |f:4.5|. The reactants are 3R, BrC=1C=CC(=C(C1)C1NC(CC(C12C(NC1=CC(=CC=C12)Cl)=O)C1=CC(=CC=C1)Cl)=O)OC(C)(C)C(=O)O (2′-[5-bromo-2-(1-hydroxycarbonyl-1-methyl-ethoxy)-phenyl]-6-chloro-4′-(3-chlorophenyl)spiro[3H-indole-3,3′-piperidine]-2,6′(1H)-dione), CCN=C=NCCCN(C)C (EDCI), C=1C=CC2=C(C1)N=NN2O (HOBt), CCN(C(C)C)C(C)C (DIPEA), Cl.CNC (dimethylamine hydrochloride). Procedure details: To a mixture of racemic(2′R, 3R, 4′S)-2′-[5-bromo-2-(1-hydroxycarbonyl-1-methyl-ethoxy)-phenyl]-6-chloro-4′-(3-chlorophenyl)spiro[3H-indole-3,3′-piperidine]-2,6′(1H)-dione (40 mg, 0.065 mmol), EDCI (18.7 mg, 0.098 mmol), HOBt (15 mg, 0.098 mmol) and DIPEA (75 mg, 0.6 mmol) in THF (2 mL) was added dimethylamine hydrochloride (20 mg, 0.25 mmol). The mixture was stirred at room temperature overnight, purified by prep-HPLC to give the title compound as a white solid (26 mg). Product: BrC=1C=CC(=C(C1)C1NC(CC(C12C(NC1=CC(=CC=C12)Cl)=O)C1=CC(=CC=C1)Cl)=O)OC(C)(C)C(N(C)C)=O (2′-[5-bromo-2-(1-dimethylcarbamoyl-1-methyl-ethoxy)-phenyl]-6-chloro-4′-(3-chlorophenyl)spiro[3H-indole-3,3′-piperidine]-2,6′(1H)-dione). Run in C1CCOC1 (THF). Yield: 62.0%. Reactants: [Br-], O=C(O)CCCCC[P+](c1ccccc1)(c1ccccc1)c1ccccc1, [Li]CCCC, C1CCOC1, CS(C)=O, CCOC(C)=O, O, O=Cc1cccnc1. Product: O=C(O)CCCCC=Cc1cccnc1. Reaction SMILES: [Br-:1].[C:2](=[O:3])([OH:4])[CH2:5][CH2:6][CH2:7][CH2:8][CH2:9][P+:10]([c:11]1[cH:12][cH:13][cH:14][cH:15][cH:16]1)([c:17]1[cH:18][cH:19][cH:20][cH:21][cH:22]1)[c:23]1[cH:24][cH:25][cH:26][cH:27][cH:28]1.[CH2:29]([Li:30])[CH2:31][CH2:32][CH3:33].[CH2:47]1[O:48][CH2:49][CH2:50][CH2:51]1.[CH3:43][S:44]([CH3:45])=[O:46].[CH3:52][CH2:53][O:54][C:55](=[O:56])[CH3:57].[OH2:42].[n:34]1[cH:35][c:36]([CH:40]=[O:41])[cH:37][cH:38][cH:39]1>>[C:2](=[O:3])([OH:4])[CH2:5][CH2:6][CH2:7][CH2:8][CH:9]=[CH:40][c:36]1[cH:35][n:34][cH:39][cH:38][cH:37]1. The reactants are ClC=1C=C(C=CC1)S(=O)(=O)NC1=C2C(=NC(=C1)Cl)SC(=C2C2=CC(=CC=C2)OC)C (3-chloro-N-{6-chloro-2-methyl-3-[3-(methyloxy)phenyl]thieno[2,3-b]pyridin-4-yl}benzenesulfonamide), CN1C=NC=C1 (1-methylimidazole). The reagents and catalysts are [Fe-4](C#N)(C#N)(C#N)(C#N)(C#N)C#N.[K+].[K+].[K+].[K+] (potassium ferrocyanide), [Cu]I (copper(I) iodide), [Fe-4](C#N)(C#N)(C#N)(C#N)(C#N)C#N.[K+].[K+].[K+].[K+] (potassium ferrocyanide), [Cu]I (copper(I) iodide). Conditions: temperature 160 celsius. Yields the product ClC=1C=C(C=CC1)S(=O)(=O)NC1=C2C(=NC(=C1)C#N)SC(=C2C2=CC(=CC=C2)OC)C (3-Chloro-N-{6-cyano-2-methyl-3-[3-(methyloxy)phenyl]thieno[2,3-b]pyridin-4-yl}benzenesulfonamide). As a reaction SMILES: [Cl:1][C:2]1[CH:3]=[C:4]([S:8]([NH:11][C:12]2[CH:17]=[C:16](Cl)[N:15]=[C:14]3[S:19][C:20]([CH3:30])=[C:21]([C:22]4[CH:27]=[CH:26][CH:25]=[C:24]([O:28][CH3:29])[CH:23]=4)[C:13]=23)(=[O:10])=[O:9])[CH:5]=[CH:6][CH:7]=1.[CH3:31][N:32]1C=CN=C1>[Fe-4](C#N)(C#N)(C#N)(C#N)(C#N)C#N.[K+].[K+].[K+].[K+].[Cu]I>[Cl:1][C:2]1[CH:3]=[C:4]([S:8]([NH:11][C:12]2[CH:17]=[C:16]([C:31]#[N:32])[N:15]=[C:14]3[S:19][C:20]([CH3:30])=[C:21]([C:22]4[CH:27]=[CH:26][CH:25]=[C:24]([O:28][CH3:29])[CH:23]=4)[C:13]=23)(=[O:10])=[O:9])[CH:5]=[CH:6][CH:7]=1 |f:2.3.4.5.6|. Reported procedure: To a stirred solution of 3-chloro-N-{6-chloro-2-methyl-3-[3-(methyloxy)phenyl]thieno[2,3-b]pyridin-4-yl}benzenesulfonamide (Example 117) (70 mg, 0.146 mmol) in 1-methylimidazole (1 mL) at RT was added potassium ferrocyanide (12.34 mg, 0.029 mmol) and copper(I) iodide (2.78 mg, 0.015 mmol). The reaction mixture was heated to 160° C. under a nitrogen atmosphere. Extra potassium ferrocyanide (12.34 mg, 0.029 mmol) and copper(I) iodide (2.78 mg, 0.015 mmol) were added and the mixture heated to 180° ...